This data is from the Open Reaction Database (ORD), a public repository of structured organic reaction records. The task is: describe an organic reaction: reactants, conditions, products, and yield The reactants are C(C1=CC=CC=C1)N(C1=CC=C(C=C1)OC)CC(C)=O (1-[N-benzyl-N-(4-methoxyphenyl)amino]propan-2-on). Reagents/catalysts: [Cl-].[Zn+2].[Cl-] (zinc chloride), [Cl-].[Zn+2].[Cl-] (zinc chloride). Solvent: C(C)O (ethanol). The product is C(C1=CC=CC=C1)N1C=C(C2=CC(=CC=C12)OC)C (1-benzyl-5-methoxy-3-methylindole). The yield is 62.5%. As a reaction SMILES: [CH2:1]([N:8]([CH2:17][C:18](=O)[CH3:19])[C:9]1[CH:14]=[CH:13][C:12]([O:15][CH3:16])=[CH:11][CH:10]=1)[C:2]1[CH:7]=[CH:6][CH:5]=[CH:4][CH:3]=1>C(O)C.[Cl-].[Zn+2].[Cl-]>[CH2:1]([N:8]1[C:9]2[C:14](=[CH:13][C:12]([O:15][CH3:16])=[CH:11][CH:10]=2)[C:18]([CH3:19])=[CH:17]1)[C:2]1[CH:7]=[CH:6][CH:5]=[CH:4][CH:3]=1 |f:2.3.4|. Procedure details: A solution of 1-[N-benzyl-N-(4-methoxyphenyl)amino]propan-2-on (863 mg, 3.20 mmol) in 9.6 mL of ethanol was added zinc chloride (1.3 g, 9.6 mmol) at room temperature. After the reaction mixture was stirred over night, zinc chloride (1.3 g, 9.6 mmol) was added with additional stirring for 10 h. After the reaction mixture was concentrated in vacuo, the residue was diluted with ethyl acetate, and washed with water, 1 M HCl, saturated NaHCO3 aqueous solution and brine, successively, and dried over M...